This data is from the Open Reaction Database (ORD), a public repository of structured organic reaction records. The task is: describe an organic reaction: reactants, conditions, products, and yield Reactants: final solution, C(C)(C)[C-]1C=CC=C1.[Na+] (sodium isopropylcyclopentadienide), [C-]#[O+].[C-]#[O+].[C-]#[O+].[C-]#[O+].[Ni] (nickel carbonyl), C(C=C)Br (allyl bromide). The solvent is C1CCOC1 (THF), C1CCOC1 (THF). Reaction conditions: time 2 hour. The product is C(C)(C)[C-]1C=CC=C1.[Na+] (Sodium isopropylcyclopentadienide), C(C=C)[Ni]Br (allyl nickel bromide). RXN SMILES: [C-]#[O+].[C-]#[O+].[C-]#[O+].[C-]#[O+].[Ni:9].C([Br:13])C=C.[CH:14]([C-:17]1[CH:21]=[CH:20][CH:19]=[CH:18]1)([CH3:16])[CH3:15].[Na+:22]>C1COCC1>[CH:14]([C-:17]1[CH:21]=[CH:20][CH:19]=[CH:18]1)([CH3:16])[CH3:15].[Na+:22].[CH2:15]([Ni:9][Br:13])[CH:14]=[CH2:17] |f:0.1.2.3.4,6.7,9.10|. Procedure details: Sodium isopropylcyclopentadienide is prepared in THF as described in Preparation A. Then dimeric allyl nickel bromide is prepared by reacting 70 g of nickel carbonyl and 50 ml of allyl bromide in 200 ml of THF. The final solution is added dropwise onto the solution of sodium isopropylcyclopentadienide and allowed to stir at room temperature for two hours. The mixture becomes violet immediately and NaBr precipitates. The solution containing isopropylcyclopentadienyl nickel allyl is transferred to... RXN SMILES: [CH3:43][CH2:44][OH:45].[CH3:49][CH2:50][O:51][C:52](=[O:53])[CH3:54].[ClH:48].[Na+:47].[OH-:46].[c:1]1([S:2](=[O:3])(=[O:4])[n:10]2[c:11]([C:26](=[CH:27][CH:28]3[CH2:29][CH2:30][CH2:31][CH2:32]3)[c:33]3[cH:34][cH:35][c:36]([S:39](=[O:40])(=[O:41])[CH3:42])[cH:37][cH:38]3)[cH:12][c:13]3[c:14]2[n:15][cH:16][c:17]([CH:19]2[O:20][C:21]([CH3:24])([CH3:25])[O:22][CH2:23]2)[cH:18]3)[cH:5][cH:6][cH:7][cH:8][cH:9]1>>[nH:10]1[c:11]([C:26](=[CH:27][CH:28]2[CH2:29][CH2:30][CH2:31][CH2:32]2)[c:33]2[cH:34][cH:35][c:36]([S:39](=[O:40])(=[O:41])[CH3:42])[cH:37][cH:38]2)[cH:12][c:13]2[c:14]1[n:15][cH:16][c:17]([CH:19]1[O:20][C:21]([CH3:24])([CH3:25])[O:22][CH2:23]1)[cH:18]2. The product is CC1(C)OCC(c2cnc3[nH]c(C(=CC4CCCC4)c4ccc(S(C)(=O)=O)cc4)cc3c2)O1. Reactants: CCO, CCOC(C)=O, Cl, [Na+], [OH-], CC1(C)OCC(c2cnc3c(c2)cc(C(=CC2CCCC2)c2ccc(S(C)(=O)=O)cc2)n3S(=O)(=O)c2ccccc2)O1. The reactants are ClCC1(OC1)C1=C(C=C(C=C1)C(F)(F)F)F (2-chloromethyl-2-(2-fluoro-4-trifluoromethylphenyl)oxirane), N1N=CN=C1.[Na] (sodium 1,2,4-triazole). Solvent: C(C)(C)(C)O (tert-butyl alcohol). Yields the product FC1=C(C=CC(=C1)C(F)(F)F)C1(OC1)CN1N=CN=C1 (2-(2-fluoro-4-trifluoromethylphenyl)-2-(1,2,4-triazol-1-ylmethyl)oxirane). As a reaction SMILES: Cl[CH2:2][C:3]1([C:6]2[CH:11]=[CH:10][C:9]([C:12]([F:15])([F:14])[F:13])=[CH:8][C:7]=2[F:16])[CH2:5][O:4]1.[NH:17]1[CH:21]=[N:20][CH:19]=[N:18]1.[Na]>C(O)(C)(C)C>[F:16][C:7]1[CH:8]=[C:9]([C:12]([F:15])([F:14])[F:13])[CH:10]=[CH:11][C:6]=1[C:3]1([CH2:2][N:17]2[CH:21]=[N:20][CH:19]=[N:18]2)[CH2:5][O:4]1 |f:1.2,^1:21|. Procedure: A solution of 2-chloromethyl-2-(2-fluoro-4-trifluoromethylphenyl)oxirane (6 g.) in tert-butyl alcohol was treated with sodium 1,2,4-triazole (2.7 g.) and heated at 100° for 1 hour. The mixture was evaporated and the residual gum partitioned between ethyl acetate and water. the organic layer was washed with water, dried and evaporated to dryness. The residual gum was chromatographed on K60 silica gel using chloroform/petroleum ether (b.p. 60°-80°) 1:1 v/v and chloroform as eluting solvents to giv... Reactants: CC(C)(C)OC(=O)c1ccc(CBr)cc1, CCCCCC, CCOC(C)=O, ClCCl, CCOc1ccc2c(c1)C(N)(c1ccccc1Cl)C(=O)N2. Product: CCOc1ccc2c(c1)C(N)(c1ccccc1Cl)C(=O)N2Cc1ccc(C(=O)OC(C)(C)C)cc1. Reaction SMILES: [Br:22][CH2:23][c:24]1[cH:25][cH:26][c:27]([C:28](=[O:29])[O:30][C:31]([CH3:32])([CH3:33])[CH3:34])[cH:35][cH:36]1.[CH3:40][CH2:41][CH2:42][CH2:43][CH2:44][CH3:45].[CH3:46][CH2:47][O:48][C:49]([CH3:50])=[O:51].[Cl:37][CH2:38][Cl:39].[NH2:1][C:2]1([c:15]2[c:16]([Cl:21])[cH:17][cH:18][cH:19][cH:20]2)[C:3](=[O:14])[NH:4][c:5]2[cH:6][cH:7][c:8]([O:11][CH2:12][CH3:13])[cH:9][c:10]21>>[NH2:1][C:2]1([c:15]2[c:16]([Cl:21])[cH:17][cH:18][cH:19][cH:20]2)[C:3](=[O:14])[N:4]([CH2:23][c:24]2[cH:25][cH:26][c:27]([C:28](=[O:29])[O:30][C:31]([CH3:32])([CH3:33])[CH3:34])[cH:35][cH:36]2)[c:5]2[cH:6][cH:7][c:8]([O:11][CH2:12][CH3:13])[cH:9][c:10]21. Reactants: COC(C1=CC(=CC=C1)C=1C=C(C=C2C=CC=NC12)C(C)(C)S(=O)(=O)C)=O (3-[6-(1-Methanesulfonyl-1-methyl-ethyl)-quinolin-8-yl]-benzoic acid methyl ester), [Li+].[OH-] (LiOH), Cl (HCl). Solvent: C1CCOC1 (THF). Conditions: temperature 60 celsius, time 5 hour. Product: CS(=O)(=O)C(C)(C)C=1C=C2C=CC=NC2=C(C1)C=1C=C(C(=O)O)C=CC1 (3-[6-(1-Methanesulfonyl-1-methyl-ethyl)-quinolin-8-yl]-benzoic acid). Reaction SMILES: C[O:2][C:3](=[O:27])[C:4]1[CH:9]=[CH:8][CH:7]=[C:6]([C:10]2[CH:11]=[C:12]([C:20]([S:23]([CH3:26])(=[O:25])=[O:24])([CH3:22])[CH3:21])[CH:13]=[C:14]3[C:19]=2[N:18]=[CH:17][CH:16]=[CH:15]3)[CH:5]=1.[Li+].[OH-].Cl>C1COCC1>[CH3:26][S:23]([C:20]([C:12]1[CH:13]=[C:14]2[C:19](=[C:10]([C:6]3[CH:5]=[C:4]([CH:9]=[CH:8][CH:7]=3)[C:3]([OH:27])=[O:2])[CH:11]=1)[N:18]=[CH:17][CH:16]=[CH:15]2)([CH3:22])[CH3:21])(=[O:25])=[O:24] |f:1.2|. Procedure: To a solution of 3-[6-(1-methanesulfonyl-1-methyl-ethyl)-quinolin-8-yl]-benzoic acid methyl ester from Step 1 (1.0 eq.) in THF (0.2M) was added aqueous LiOH (1.0M; 3.0 eq.). The mixture was stirred for 5 h at 60° C., neutralized to pH=5 using aqueous HCl (1M) and extracted with CH2Cl2 (4×). The combined organic extracts were dried over MgSO4, filtered and concentrated. Stirring in Hex:Et2O (1:1) afforded the title compound after filtration. Reactants: OCC[C@@H]1N(C(OC1)(C)C)C(=O)OC(C)(C)C (tert-butyl(S)-4-(2-hydroxyethyl)-2,2-dimethyloxazolidine-3-carboxylate), C(C)N(C(C)C)C(C)C (N-ethyldiisopropylamine), CS(=O)(=O)Cl (methanesulfonyl chloride), O (Water). Run in ClCCl (dichloromethane). Yields the product C(C)(C)(C)OC(=O)N1C(OC[C@@H]1CCOS(=O)(=O)C)(C)C ((S)-4-(2-methanesulfonyloxy-ethyl)-2,2-dimethyl-oxazolidine-3-carboxylic acid tert-butyl ester). Reaction SMILES: [OH:1][CH2:2][CH2:3][C@H:4]1[CH2:8][O:7][C:6]([CH3:10])([CH3:9])[N:5]1[C:11]([O:13][C:14]([CH3:17])([CH3:16])[CH3:15])=[O:12].C(N(C(C)C)C(C)C)C.[CH3:27][S:28](Cl)(=[O:30])=[O:29].O>ClCCl>[C:14]([O:13][C:11]([N:5]1[C@@H:4]([CH2:3][CH2:2][O:1][S:28]([CH3:27])(=[O:30])=[O:29])[CH2:8][O:7][C:6]1([CH3:10])[CH3:9])=[O:12])([CH3:17])([CH3:16])[CH3:15]. Procedure details: To a stirred solution of tert-butyl(S)-4-(2-hydroxyethyl)-2,2-dimethyloxazolidine-3-carboxylate (1.0 g) at 0° C. (ice cooling) in dichloromethane (25 ml) under an argon atmosphere were added N-ethyldiisopropylamine (3.5 ml) and methanesulfonyl chloride (0.56 g). The mixture was stirred at 0° C. for 2.5 hours Water was added and the mixture was extracted 3 times with dichloromethane. The combined organic layers were dried (MgSO4) and evaporated to yield crude (S)-4-(2-methanesulfonyloxy-ethyl)-2,... Reactants: C(C)OC(CC(=O)C)=O (Ethylacetoacetate), FC(C1=CC=C(N)C=C1)(F)F (4-(trifluoromethyl) aniline). Solvent: C=1(C(=CC=CC1)C)C (xylene). The product is O=C(CC(=O)NC1=CC=C(C=C1)C(F)(F)F)C (3-oxo-N-(4-trifluoromethylphenyl)butanamide). As a reaction SMILES: C(O[C:4](=[O:9])[CH2:5][C:6]([CH3:8])=[O:7])C.[F:10][C:11]([F:20])([F:19])[C:12]1[CH:18]=[CH:17][C:15]([NH2:16])=[CH:14][CH:13]=1>C1(C)C(C)=CC=CC=1>[O:7]=[C:6]([CH3:8])[CH2:5][C:4]([NH:16][C:15]1[CH:17]=[CH:18][C:12]([C:11]([F:10])([F:19])[F:20])=[CH:13][CH:14]=1)=[O:9]. Procedure details: Ethylacetoacetate (10 g) and 4-(trifluoromethyl) aniline (12.38 g) in xylene (250 ml) was refluxed for 48 hours. Reaction mixture was concentrated and purified by column chromatography to give pure (9.7 g). Reactants: ClCCCl, CN(C)CCN1CCSc2cc([N+](=O)[O-])ccc21. The product is CNCCN1CCSc2cc([N+](=O)[O-])ccc21. As a reaction SMILES: [CH2:19]([Cl:20])[CH2:21][Cl:22].[CH3:1][N:2]([CH2:3][CH2:4][N:5]1[c:6]2[c:7]([cH:11][c:12]([N+:15](=[O:16])[O-:17])[cH:13][cH:14]2)[S:8][CH2:9][CH2:10]1)[CH3:18]>>[CH3:1][NH:2][CH2:3][CH2:4][N:5]1[c:6]2[c:7]([cH:11][c:12]([N+:15](=[O:16])[O-:17])[cH:13][cH:14]2)[S:8][CH2:9][CH2:10]1. The reactants are O=C(n1ccnc1)n1ccnc1, C1CCOC1, CCN, O, O=C(c1ccc(C=Cc2n[nH]c3ccccc23)cc1)N1CCNCC1. Yields the product O=C(c1ccc(C=Cc2n[nH]c3ccccc23)cc1)N1CCN(C(=O)n2ccnc2)CC1. As a reaction SMILES: [C:29](=[O:30])([n:31]1[cH:32][n:33][cH:34][cH:35]1)[n:36]1[cH:37][cH:38][n:39][cH:40]1.[CH2:42]1[O:43][CH2:44][CH2:45][CH2:46]1.[CH3:26][CH2:27][NH2:28].[OH2:41].[nH:1]1[n:2][c:3]([CH:10]=[CH:11][c:12]2[cH:13][cH:14][c:15]([C:16](=[O:17])[N:18]3[CH2:19][CH2:20][NH:21][CH2:22][CH2:23]3)[cH:24][cH:25]2)[c:4]2[cH:5][cH:6][cH:7][cH:8][c:9]12>>[nH:1]1[n:2][c:3]([CH:10]=[CH:11][c:12]2[cH:13][cH:14][c:15]([C:16](=[O:17])[N:18]3[CH2:19][CH2:20][N:21]([C:29](=[O:30])[n:31]4[cH:32][n:33][cH:34][cH:35]4)[CH2:22][CH2:23]3)[cH:24][cH:25]2)[c:4]2[cH:5][cH:6][cH:7][cH:8][c:9]12. The reactants are N(=NC(=O)OC(C)C)C(=O)OC(C)C (Diisopropyl azodicarboxylate), FC1=CC(=C(C=C1)O)C(F)(F)F (4-fluoro-2-(trifluoromethyl)phenol), BrCCO (2-bromoethanol), C1(=CC=CC=C1)P(C1=CC=CC=C1)C1=CC=CC=C1 (triphenylphosphine). Run in O1CCCC1 (tetrahydrofuran), O (Water). Run at time 5 minute. The product is BrCCOC1=C(C=C(C=C1)F)C(F)(F)F (1-(2-bromoethoxy)-4-fluoro-2-(trifluoromethyl)benzene). RXN SMILES: [F:1][C:2]1[CH:7]=[CH:6][C:5]([OH:8])=[C:4]([C:9]([F:12])([F:11])[F:10])[CH:3]=1.[Br:13][CH2:14][CH2:15]O.C1(P(C2C=CC=CC=2)C2C=CC=CC=2)C=CC=CC=1.N(C(OC(C)C)=O)=NC(OC(C)C)=O>O1CCCC1.O>[Br:13][CH2:14][CH2:15][O:8][C:5]1[CH:6]=[CH:7][C:2]([F:1])=[CH:3][C:4]=1[C:9]([F:10])([F:11])[F:12]. Procedure: A mixture of 4-fluoro-2-(trifluoromethyl)phenol (1.05 g, 5.83 mmol), 2-bromoethanol (0.62 mL, 8.7 mmol) and triphenylphosphine (2.29 g, 8.73 mmol) in tetrahydrofuran (20 mL) was stirred for 5 minutes. Diisopropyl azodicarboxylate (94%, 1.84 mL, 8.71 mmol) was then added drop-wise over 20 minutes, and the reaction was stirred at room temperature for 16 hours. Water (50 mL) was added, and the mixture was extracted with dichloromethane (2×75 mL). The combined organic layers were washed with saturat...